From a dataset of the Open Reaction Database (ORD), a public repository of structured organic reaction records. describe an organic reaction: reactants, conditions, products, and yield The reactants are Cl.Cl.COC1=CC=C(C=C1)N1CCNCC1 (1-(4-methoxyphenyl)-piperazine dihydrochloride), C(C)N(C(=O)Cl)CC (diethylcarbamoyl chloride), C(CC(C)C)(=O)Cl (isovaleryl chloride), C(C1=CC=CC=C1)OC1=C(C=C(C=C1)N1CCNCC1)F (1-(4-benzyloxy-3-fluorophenyl)piperazine). The product is C(C)N(C(=O)N1CCN(CC1)C1=CC(=C(C=C1)OCC1=CC=CC=C1)F)CC (N,N-diethyl-4-(4-benzyloxy-3-fluorophenyl)-1-piperazinecarboxamide). As a reaction SMILES: Cl.Cl.COC1C=CC(N2CCNCC2)=CC=1.C(Cl)(=O)CC(C)C.[CH2:24]([O:31][C:32]1[CH:37]=[CH:36][C:35]([N:38]2[CH2:43][CH2:42][NH:41][CH2:40][CH2:39]2)=[CH:34][C:33]=1[F:44])[C:25]1[CH:30]=[CH:29][CH:28]=[CH:27][CH:26]=1.[CH2:45]([N:47]([CH2:51][CH3:52])[C:48](Cl)=[O:49])[CH3:46]>>[CH2:45]([N:47]([CH2:51][CH3:52])[C:48]([N:41]1[CH2:42][CH2:43][N:38]([C:35]2[CH:36]=[CH:37][C:32]([O:31][CH2:24][C:25]3[CH:26]=[CH:27][CH:28]=[CH:29][CH:30]=3)=[C:33]([F:44])[CH:34]=2)[CH2:39][CH2:40]1)=[O:49])[CH3:46] |f:0.1.2|. Reported procedure: Production Example 3 was repeated except that 1-(4-methoxyphenyl)-piperazine dihydrochloride and isovaleryl chloride were replaced with 1-(4-benzyloxy-3-fluorophenyl)piperazine (286 mg) and diethylcarbamoyl chloride (139 μL), respectively, to provide crude N,N-diethyl-4-(4-benzyloxy-3-fluorophenyl)-1-piperazinecarboxamide (370 mg).